This data is from the Open Reaction Database (ORD), a public repository of structured organic reaction records. The task is: describe an organic reaction: reactants, conditions, products, and yield Starting materials: FC1=CC=C(C=C1)CC1=CN=C2C(=C(C(N(C2=C1)CCCN(C(=O)OCC1=CC=CC=C1)C)=O)C(=O)OCC)O (ethyl 7-[(4-fluorophenyl)methyl]-4-hydroxy-1-[3-(methyl{[(phenylmethyl)oxy]carbonyl}amino)propyl]-2-oxo-1,2-dihydro-1,5-naphthyridine-3-carboxylate), NC(CO)C (2-amino-1-propanol). Product: FC1=CC=C(C=C1)CC1=CN=C2C(=C(C(N(C2=C1)CCCN(C(OCC1=CC=CC=C1)=O)C)=O)C(=O)NC(CO)C)O (phenylmethyl {3-[7-[(4-fluorophenyl)methyl]-4-hydroxy-3-{[(2-hydroxy-1-methylethyl)amino]carbonyl}-2-oxo-1,5-naphthyridine-1(2H)-yl]propyl}methylcarbamate). As a reaction SMILES: [F:1][C:2]1[CH:7]=[CH:6][C:5]([CH2:8][C:9]2[CH:18]=[C:17]3[C:12]([C:13]([OH:40])=[C:14]([C:35](OCC)=[O:36])[C:15](=[O:34])[N:16]3[CH2:19][CH2:20][CH2:21][N:22]([CH3:33])[C:23]([O:25][CH2:26][C:27]3[CH:32]=[CH:31][CH:30]=[CH:29][CH:28]=3)=[O:24])=[N:11][CH:10]=2)=[CH:4][CH:3]=1.[NH2:41][CH:42]([CH3:45])[CH2:43][OH:44]>>[F:1][C:2]1[CH:7]=[CH:6][C:5]([CH2:8][C:9]2[CH:18]=[C:17]3[C:12]([C:13]([OH:40])=[C:14]([C:35]([NH:41][CH:42]([CH3:45])[CH2:43][OH:44])=[O:36])[C:15](=[O:34])[N:16]3[CH2:19][CH2:20][CH2:21][N:22]([CH3:33])[C:23](=[O:24])[O:25][CH2:26][C:27]3[CH:28]=[CH:29][CH:30]=[CH:31][CH:32]=3)=[N:11][CH:10]=2)=[CH:4][CH:3]=1. Procedure details: This compound was prepared from ethyl 7-[(4-fluorophenyl)methyl]-4-hydroxy-1-[3-(methyl{[(phenylmethyl)oxy]carbonyl}amino)propyl]-2-oxo-1,2-dihydro-1,5-naphthyridine-3-carboxylate and 2-amino-1-propanol using conditions similar to Step 5 from Example 497 and obtained as a white solid: ES+ MS: 577 (M+H+).